From a dataset of the Open Reaction Database (ORD), a public repository of structured organic reaction records. describe an organic reaction: reactants, conditions, products, and yield The reactants are ClC=1N=C(C=2N=CN([C@H]3C[C@H](O)[C@@H](CO)O3)C2N1)O (2-chloro-2′-deoxy inosine), NCCCN1C=NC=C1 (1-(3-amino-propyl) imidazol), steel. RXN SMILES: Cl[C:2]1[N:3]=[C:4]([OH:19])[C:5]2[N:6]=[CH:7][N:8]([C:17]=2[N:18]=1)[C@@H:9]1[O:16][C@H:13]([CH2:14][OH:15])[C@@H:11]([OH:12])[CH2:10]1.[NH2:20][CH2:21][CH2:22][CH2:23][N:24]1[CH:28]=[CH:27][N:26]=[CH:25]1>COCCO>[N:24]1([CH2:23][CH2:22][CH2:21][NH:20][C:2]2[NH:3][C:4](=[O:19])[C:5]3[N:6]=[CH:7][N:8]([C:17]=3[N:18]=2)[C@@H:9]2[O:16][C@H:13]([CH2:14][OH:15])[C@@H:11]([OH:12])[CH2:10]2)[CH:28]=[CH:27][N:26]=[CH:25]1. Conditions: temperature 0 celsius. Procedure: A solution of the nucleoside 102 (10.31 g, 36 mmol) and 1-(3-amino-propyl) imidazol (9 g, 72 mmole) in 2-methoxyethanol (60 ml) was heated in a steel bomb at 120° C. (oil bath) for 24 hrs. The bomb was cooled to 0° C., opened carefully and the precipitated solid was filtered. The solid was washed with methanol (50 ml) and acetone (50 ml), and dried over sodium hydroxide to give 9 g (67%) of pure 103. A small amount was recrystallized from DMF for analytical purposes. mp 245-47°. The solvent is COCCO (2-methoxyethanol). Yields the product N1(C=NC=C1)CCCNC=1NC(C=2N=CN([C@H]3C[C@H](O)[C@@H](CO)O3)C2N1)=O (N2-[Imidazol-1-yl-(propyl)]-2′-deoxyguanosine). The reactants are [BH4-], COC1(c2ccc(Cl)c(Cc3ccc(OCC(F)(F)F)cc3)c2)OC(C=O)(CO)C(OCc2ccccc2)C(OCc2ccccc2)C1OCc1ccccc1, [Na+], O. Product: COC1(c2ccc(Cl)c(Cc3ccc(OCC(F)(F)F)cc3)c2)OC(CO)(CO)C(OCc2ccccc2)C(OCc2ccccc2)C1OCc1ccccc1. As a reaction SMILES: [BH4-:57].[CH2:1]([c:2]1[cH:3][cH:4][cH:5][cH:6][cH:7]1)[O:8][CH:9]1[C:10]([CH:53]=[O:54])([CH2:55][OH:56])[O:11][C:12]([O:31][CH3:32])([c:33]2[cH:34][c:35]([CH2:40][c:41]3[cH:42][cH:43][c:44]([O:47][CH2:48][C:49]([F:50])([F:51])[F:52])[cH:45][cH:46]3)[c:36]([Cl:39])[cH:37][cH:38]2)[CH:13]([O:23][CH2:24][c:25]2[cH:26][cH:27][cH:28][cH:29][cH:30]2)[CH:14]1[O:15][CH2:16][c:17]1[cH:18][cH:19][cH:20][cH:21][cH:22]1.[Na+:58].[OH2:59]>>[CH2:1]([c:2]1[cH:3][cH:4][cH:5][cH:6][cH:7]1)[O:8][CH:9]1[C:10]([CH2:53][OH:54])([CH2:55][OH:56])[O:11][C:12]([O:31][CH3:32])([c:33]2[cH:34][c:35]([CH2:40][c:41]3[cH:42][cH:43][c:44]([O:47][CH2:48][C:49]([F:50])([F:51])[F:52])[cH:45][cH:46]3)[c:36]([Cl:39])[cH:37][cH:38]2)[CH:13]([O:23][CH2:24][c:25]2[cH:26][cH:27][cH:28][cH:29][cH:30]2)[CH:14]1[O:15][CH2:16][c:17]1[cH:18][cH:19][cH:20][cH:21][cH:22]1. Starting materials: ClC=1C=C(C#N)C=C(C1)OC=1C(NC=CC1C(F)(F)F)=O (3-chloro-5-{[2-oxo-4-(trifluoromethyl)-1,2-dihydropyridin-3-yl]oxy}benzonitrile), C([O-])([O-])=O.[K+].[K+] (potassium carbonate), ClCC1=NN(C2=NC(=CC=C21)NCC2=CC=C(C=C2)OC)CC2=CC=C(C=C2)OC (3-(chloromethyl)-N,1-bis(4-methoxybenzyl)-1H-pyrazolo[3,4-b]pyridin-6-amine). The solvent is CN(C=O)C (dimethylformamide), CN(C=O)C (dimethyl formamide), C(C)(=O)OCC (ethyl acetate). Run at time 16 hour. Yields the product ClC=1C=C(C#N)C=C(C1)OC=1C(N(C=CC1C(F)(F)F)CC1=NN(C2=NC(=CC=C21)NCC2=CC=C(C=C2)OC)CC2=CC=C(C=C2)OC)=O (3-chloro-5-{[1-({1-(4-methoxybenzyl)-6-[(4-methoxybenzyl)amino]-1H-pyrazolo[3,4-b]pyridin-3-yl}methyl)-2-oxo-4-(trifluoromethyl)-1,2-dihydropyridin-3-yl]oxy}benzonitrile). Reaction SMILES: [Cl:1][C:2]1[CH:3]=[C:4]([CH:7]=[C:8]([O:10][C:11]2[C:12](=[O:21])[NH:13][CH:14]=[CH:15][C:16]=2[C:17]([F:20])([F:19])[F:18])[CH:9]=1)[C:5]#[N:6].C(=O)([O-])[O-].[K+].[K+].Cl[CH2:29][C:30]1[C:38]2[C:33](=[N:34][C:35]([NH:39][CH2:40][C:41]3[CH:46]=[CH:45][C:44]([O:47][CH3:48])=[CH:43][CH:42]=3)=[CH:36][CH:37]=2)[N:32]([CH2:49][C:50]2[CH:55]=[CH:54][C:53]([O:56][CH3:57])=[CH:52][CH:51]=2)[N:31]=1>CN(C)C=O.C(OCC)(=O)C>[Cl:1][C:2]1[CH:3]=[C:4]([CH:7]=[C:8]([O:10][C:11]2[C:12](=[O:21])[N:13]([CH2:29][C:30]3[C:38]4[C:33](=[N:34][C:35]([NH:39][CH2:40][C:41]5[CH:42]=[CH:43][C:44]([O:47][CH3:48])=[CH:45][CH:46]=5)=[CH:36][CH:37]=4)[N:32]([CH2:49][C:50]4[CH:51]=[CH:52][C:53]([O:56][CH3:57])=[CH:54][CH:55]=4)[N:31]=3)[CH:14]=[CH:15][C:16]=2[C:17]([F:18])([F:19])[F:20])[CH:9]=1)[C:5]#[N:6] |f:1.2.3|. Procedure: To 3-chloro-5-{[2-oxo-4-(trifluoromethyl)-1,2-dihydropyridin-3-yl]oxy}benzonitrile (3C, 0.150 g, 0.477 mmol) and potassium carbonate (0.066 g, 0.477 mmol) suspended in dimethylformamide (1 mL) was added 3-(chloromethyl)-N,1-bis(4-methoxybenzyl)-1H-pyrazolo[3,4-b]pyridin-6-amine (0.202 g, 0.477 mmol) as a solution in dimethyl formamide (1 mL). The reaction mixture was allowed to stir at room temperature. After 16 hours, the reaction mixture was diluted with ethyl acetate (50 mL), washed with brin... Reactants: Sc1ccc(Br)cc1, O=C1CCC(=O)N1Br, Br, CCC(Br)(CC)C(=O)OC(C)(C)C. The product is CCC(CC)(Sc1ccc(Br)cc1)C(=O)OC(C)(C)C. RXN SMILES: [Br:1][c:2]1[cH:3][cH:4][c:5]([SH:8])[cH:6][cH:7]1.[Br:22][N:23]1[C:24](=[O:25])[CH2:26][CH2:27][C:28]1=[O:29].[Br:30].[Br:9][C:10]([C:11](=[O:12])[O:13][C:14]([CH3:15])([CH3:16])[CH3:17])([CH2:18][CH3:19])[CH2:20][CH3:21]>>[Br:1][c:2]1[cH:3][cH:4][c:5]([S:8][C:10]([C:11](=[O:12])[O:13][C:14]([CH3:15])([CH3:16])[CH3:17])([CH2:18][CH3:19])[CH2:20][CH3:21])[cH:6][cH:7]1. Reactants: C1(C=2C(C(N1C(CP(=O)(OCC)N[C@@H]1C(N(CCC1)CC(=O)OCC)=O)CC1=CC=CC=C1)=O)=CC=CC2)=O ((S)-3-[[[2-phthalimido-3-phenylpropyl]ethoxyphosphinyl]amino]-2-oxo-1-piperidineacetic acid, ethyl ester), O.NN (hydrazine hydrate). The solvent is O1CCOCC1 (dioxane). Conditions: time 24 hour. Product: C(C1=CC=CC=C1)(=O)NC(CP(=O)(OCC)N[C@@H]1C(N(CCC1)CC(=O)OCC)=O)CC1=CC=CC=C1 ((S)-3-[[[2-(benzoylamino)-3-phenylpropyl]ethoxyphosphinyl]amino]-2-oxo-1-piperidineacetic acid, ethyl ester). As a reaction SMILES: C1(=O)[N:5]([CH:6]([CH2:27][C:28]2[CH:33]=[CH:32][CH:31]=[CH:30][CH:29]=2)[CH2:7][P:8]([NH:13][C@H:14]2[CH2:19][CH2:18][CH2:17][N:16]([CH2:20][C:21]([O:23][CH2:24][CH3:25])=[O:22])[C:15]2=[O:26])([O:10][CH2:11][CH3:12])=[O:9])[C:4](=[O:34])[C:3]2=[CH:35][CH:36]=[CH:37][CH:38]=[C:2]12.O.NN>O1CCOCC1>[C:4]([NH:5][CH:6]([CH2:27][C:28]1[CH:33]=[CH:32][CH:31]=[CH:30][CH:29]=1)[CH2:7][P:8]([NH:13][C@H:14]1[CH2:19][CH2:18][CH2:17][N:16]([CH2:20][C:21]([O:23][CH2:24][CH3:25])=[O:22])[C:15]1=[O:26])([O:10][CH2:11][CH3:12])=[O:9])(=[O:34])[C:3]1[CH:35]=[CH:36][CH:37]=[CH:38][CH:2]=1 |f:1.2|. Procedure: A solution of (S)-3-[[[2-phthalimido-3-phenylpropyl]ethoxyphosphinyl]amino]-2-oxo-1-piperidineacetic acid, ethyl ester in dioxane is treated with hydrazine hydrate and stirred for 24 hours at room temperature. The mixture is then partitioned between ethyl acetate-water and the ethyl acetate phase is washed with water and saturated sodium chloride, dried (Na2SO4), and evaporated. The residue is taken up in dry toluene and refluxed for one hour. The mixture is filtered, treated with triethylamine ... Reactants: COC=1C=C(C(=O)O)C=CC1CC1=CN(C2=CC=C(C=C12)C(NCC(CC(F)(F)F)C)=O)C (3-methoxy-4-[1-methyl-5-(2-methyl-4,4,4-trifluorobutylcarbamoyl)indol-3-yl-methyl]benzoic acid), I-(3-dimethylaminopropyl)-3-ethylcarbodiimide hydrochloride, CC1=C(C=CC=C1)S(=O)(=O)N (2-methylbenzenesulfonamide). The reagents and catalysts are CN(C1=CC=NC=C1)C (4-dimethylaminopyridine). The solvent is C(Cl)Cl (methylene chloride), C(Cl)Cl (methylene chloride). The product is COC=1C=C(C(=O)NS(=O)(=O)C2=C(C=CC=C2)C)C=CC1CC1=CN(C2=CC=C(C=C12)C(NCC(CC(F)(F)F)C)=O)C (3-Methoxy-4-[1-methyl-5-(2-methyl-4,4,4-trifluorobutylcarbamoyl)indol-3-ylmethyl]-N-(2-methylphenylsulfonyl)benzamide). The yield is 56.8%. Reaction SMILES: [CH3:1][O:2][C:3]1[CH:4]=[C:5]([CH:9]=[CH:10][C:11]=1[CH2:12][C:13]1[C:21]2[C:16](=[CH:17][CH:18]=[C:19]([C:22](=[O:32])[NH:23][CH2:24][CH:25]([CH3:31])[CH2:26][C:27]([F:30])([F:29])[F:28])[CH:20]=2)[N:15]([CH3:33])[CH:14]=1)[C:6]([OH:8])=O.[CH3:34][C:35]1[CH:40]=[CH:39][CH:38]=[CH:37][C:36]=1[S:41]([NH2:44])(=[O:43])=[O:42]>CN(C)C1C=CN=CC=1.C(Cl)Cl>[CH3:1][O:2][C:3]1[CH:4]=[C:5]([CH:9]=[CH:10][C:11]=1[CH2:12][C:13]1[C:21]2[C:16](=[CH:17][CH:18]=[C:19]([C:22](=[O:32])[NH:23][CH2:24][CH:25]([CH3:31])[CH2:26][C:27]([F:28])([F:30])[F:29])[CH:20]=2)[N:15]([CH3:33])[CH:14]=1)[C:6]([NH:44][S:41]([C:36]1[CH:37]=[CH:38][CH:39]=[CH:40][C:35]=1[CH3:34])(=[O:42])=[O:43])=[O:8]. Procedure details: A solution of 3-methoxy-4-[1-methyl-5-(2-methyl-4,4,4-trifluorobutylcarbamoyl)indol-3-yl-methyl]benzoic acid (250 mg), 4-dimethylaminopyridine (69.8 mg), I-(3-dimethylaminopropyl)-3-ethylcarbodiimide hydrochloride (127 mg) and 2-methylbenzenesulfonamide (95.4 mg) in methylene chloride (5 mL) was stirred under a nitrogen atmosphere 4or 24 hours. The mixture was diluted with methylene chloride, washed (10% (w/v) hydrochloric acid, water), and evaporated. The resulting rose-colored foam was dissolv... Starting materials: COC(=O)C(Br)c1ccc(Oc2ccc(Cl)cc2)cc1, C[O-], CO, Oc1ccc(C(F)(F)F)cc1, [I-], [K+], [Na+], O, c1ccccc1. Yields the product COC(=O)C(Oc1ccc(C(F)(F)F)cc1)c1ccc(Oc2ccc(Cl)cc2)cc1. RXN SMILES: [Br:17][CH:18]([C:19](=[O:20])[O:21][CH3:22])[c:23]1[cH:24][cH:25][c:26]([O:29][c:30]2[cH:31][cH:32][c:33]([Cl:36])[cH:34][cH:35]2)[cH:27][cH:28]1.[CH3:12][O-:13].[CH3:37][OH:38].[F:1][C:2]([c:3]1[cH:4][cH:5][c:6]([OH:9])[cH:7][cH:8]1)([F:10])[F:11].[I-:16].[K+:15].[Na+:14].[OH2:45].[cH:39]1[cH:40][cH:41][cH:42][cH:43][cH:44]1>>[F:1][C:2]([c:3]1[cH:4][cH:5][c:6]([O:9][CH:18]([C:19](=[O:20])[O:21][CH3:22])[c:23]2[cH:24][cH:25][c:26]([O:29][c:30]3[cH:31][cH:32][c:33]([Cl:36])[cH:34][cH:35]3)[cH:27][cH:28]2)[cH:7][cH:8]1)([F:10])[F:11]. The reactants are ClCCCN1C(N(C2=C1C=CC=C2)CC2=CC=CC=C2)=O (1-(3-chloropropyl)-1,3-dihydro-3-(phenylmethyl)-2H-benzimidazol-2-one), C1(=CC=CC=C1)C(N1CCNCC1)C1=CC=CC=C1 (1-(diphenylmethyl)piperazine), C([O-])([O-])=O.[Na+].[Na+] (sodium carbonate), [I-].[K+] (potassium iodide). Solvent: O (water), O (water), CC(CC(C)=O)C (4-methyl-2-pentanone). The product is Cl.Cl.C1(=CC=CC=C1)C(N1CCN(CC1)CCCN1C(N(C2=C1C=CC=C2)CC2=CC=CC=C2)=O)C2=CC=CC=C2 (1-{3-[4-(diphenylmethyl)-1-piperazinyl]propyl}-1,3-dihydro-3-(phenylmethyl)-2H-benzimidazol-2-one dihydrochloride). Reaction SMILES: [Cl:1][CH2:2][CH2:3][CH2:4][N:5]1[C:9]2[CH:10]=[CH:11][CH:12]=[CH:13][C:8]=2[N:7]([CH2:14][C:15]2[CH:20]=[CH:19][CH:18]=[CH:17][CH:16]=2)[C:6]1=[O:21].[C:22]1([CH:28]([C:35]2[CH:40]=[CH:39][CH:38]=[CH:37][CH:36]=2)[N:29]2[CH2:34][CH2:33][NH:32][CH2:31][CH2:30]2)[CH:27]=[CH:26][CH:25]=[CH:24][CH:23]=1.C(=O)([O-])[O-].[Na+].[Na+].[I-].[K+]>O.CC(C)CC(=O)C>[ClH:1].[ClH:1].[C:35]1([CH:28]([C:22]2[CH:27]=[CH:26][CH:25]=[CH:24][CH:23]=2)[N:29]2[CH2:30][CH2:31][N:32]([CH2:2][CH2:3][CH2:4][N:5]3[C:9]4[CH:10]=[CH:11][CH:12]=[CH:13][C:8]=4[N:7]([CH2:14][C:15]4[CH:20]=[CH:19][CH:18]=[CH:17][CH:16]=4)[C:6]3=[O:21])[CH2:33][CH2:34]2)[CH:36]=[CH:37][CH:38]=[CH:39][CH:40]=1 |f:2.3.4,5.6,9.10.11|. Procedure details: A mixture of 6 parts of 1-(3-chloropropyl)-1,3-dihydro-3-(phenylmethyl)-2H-benzimidazol-2-one, 4.5 parts of 1-(diphenylmethyl)piperazine, 5.3 parts of sodium carbonate, 0.1 parts of potassium iodide and 200 parts of 4-methyl-2-pentanone is stirred and refluxed for 20 hours with water-separator. The reaction mixture is cooled, water is added and the layers are separated. The organic phase is dried, filtered and evaporated. The residue is converted into the hydrochloride salt in 2,2'-oxybispropane... Reactants: C(C)OC(C=1C(N(C)C)=CC(=CC1Cl)C)=O (Ethyl-6-chloro-4,N,N-trimethylanthranilate), [OH-].[K+] (KOH). Run in O (water). Product: CN(C=1C=C(C=C(C1)C)O)C (3-Dimethylamino-5-methylphenol). Reaction SMILES: C(OC(=O)[C:5]1[C:6](=[CH:10][C:11]([CH3:15])=[CH:12][C:13]=1Cl)[N:7]([CH3:9])[CH3:8])C.[OH-:17].[K+]>O>[CH3:8][N:7]([CH3:9])[C:6]1[CH:5]=[C:13]([OH:17])[CH:12]=[C:11]([CH3:15])[CH:10]=1 |f:1.2|. Procedure: Ethyl-6-chloro-4,N,N-trimethylanthranilate (2.4 g) and KOH (powdered, 1.5 g) were heated together in a test-tube with a free flame. After the initial reaction (temp 200°-220°) had subsided, the temperature was raised to 240°-260°, whereupon a second vigorous reaction ensued and the mixture became dark. On cooling, the mixture was dissolved in water, extracted with ether to remove tarry byproducts, and acidified (pH 5) with acetic acid. The crude product was extracted into chloroform and after re... Starting materials: I.FC=1C=C(C=CC1N1N=C(N=C1)C)NC(=N)SC (Methyl 3-fluoro-4-(3-methyl-1H-1,2,4-triazol-1-yl)phenylcarbamimidothioate, hydroiodide), C(C)(C)N(C(C)C)CC (N,N-diisopropylethylamine), NN (hydrazine), ClCCCCC(C(=O)O)C1=CC=C(C=C1)OCC(F)(F)F (6-chloro-2-(4-(2,2,2-trifluoroethoxy)phenyl)hexanoic acid), CN1CCOCC1 (N-methylmorpholine). The product is ClCCCCC(C1=CC=C(C=C1)OCC(F)(F)F)C1=NC(=NN1)NC1=CC=C(C(=C1)F)N1N=C(N=C1)C (5-(5-chloro-1-(4-(2,2,2-trifluoroethoxy)phenyl)pentyl)-N-(5-fluoro-4-(3-methyl-1H-1,2,4-triazol-1-yl)phenyl)-1H-1,2,4-triazol-3-amine). As a reaction SMILES: I.[F:2][C:3]1[CH:4]=[C:5]([NH:15][C:16](SC)=[NH:17])[CH:6]=[CH:7][C:8]=1[N:9]1[CH:13]=[N:12][C:11]([CH3:14])=[N:10]1.[Cl:20][CH2:21][CH2:22][CH2:23][CH2:24][CH:25]([C:29]1[CH:34]=[CH:33][C:32]([O:35][CH2:36][C:37]([F:40])([F:39])[F:38])=[CH:31][CH:30]=1)[C:26](O)=O.CN1CCOCC1.C(N(CC)C(C)C)(C)C.[NH2:57][NH2:58]>>[Cl:20][CH2:21][CH2:22][CH2:23][CH2:24][CH:25]([C:26]1[NH:58][N:57]=[C:16]([NH:15][C:5]2[CH:4]=[C:3]([F:2])[C:8]([N:9]3[CH:13]=[N:12][C:11]([CH3:14])=[N:10]3)=[CH:7][CH:6]=2)[N:17]=1)[C:29]1[CH:34]=[CH:33][C:32]([O:35][CH2:36][C:37]([F:38])([F:39])[F:40])=[CH:31][CH:30]=1 |f:0.1|. Procedure details: Methyl 3-fluoro-4-(3-methyl-1H-1,2,4-triazol-1-yl)phenylcarbamimidothioate, hydroiodide (0.750 g, 1.91 mmol, from preparation Q) and 6-chloro-2-(4-(2,2,2-trifluoroethoxy)phenyl)hexanoic acid (0.650 g, 2.00 mmol, from preparation AW) were coupled [N-methylmorpholine (1.05 mL, 9.54 mmol) was substituted for N,N-diisopropylethylamine] and then reacted with hydrazine (0.300 mL, 9.54 mmol) using a procedure analogous to Step A of Example 13. After an aqueous workup, 5-(5-chloro-1-(4-(2,2,2-trifluoroe...